Dataset: the Open Reaction Database (ORD), a public repository of structured organic reaction records. Task: describe an organic reaction: reactants, conditions, products, and yield Reactants: CO, COc1cc(Cl)c([N+](=O)[O-])cc1C(=O)O, Cl, [Na]. The product is COc1cc(OC)c([N+](=O)[O-])cc1C(=O)O. As a reaction SMILES: [CH3:18][OH:19].[Cl:2][c:3]1[cH:4][c:5]([O:15][CH3:16])[c:6]([C:7](=[O:8])[OH:9])[cH:10][c:11]1[N+:12](=[O:13])[O-:14].[ClH:17].[Na:1]>>[c:3]1([O:19][CH3:18])[cH:4][c:5]([O:15][CH3:16])[c:6]([C:7](=[O:8])[OH:9])[cH:10][c:11]1[N+:12](=[O:13])[O-:14]. The reactants are [C-]#N, [C-]#N, O=C([O-])O, CCOC(=O)N1c2ccc(C(F)(F)F)cc2C(Nc2ncc(Br)c(Cc3cc(C(F)(F)F)cc(C(F)(F)F)c3)n2)CC1CC, CN(C)C=O, CCOC(C)=O, [Na+], [Zn+2]. Yields the product CCOC(=O)N1c2ccc(C(F)(F)F)cc2C(Nc2ncc(C#N)c(Cc3cc(C(F)(F)F)cc(C(F)(F)F)c3)n2)CC1CC. As a reaction SMILES: [C-:55]#[N:56].[C-:58]#[N:59].[C:50](=[O:51])([O-:52])[OH:53].[CH2:1]([CH3:2])[O:3][C:4](=[O:5])[N:6]1[CH:7]([CH2:43][CH3:44])[CH2:8][CH:9]([NH:20][c:21]2[n:22][cH:23][c:24]([Br:42])[c:25]([CH2:27][c:28]3[cH:29][c:30]([C:38]([F:39])([F:40])[F:41])[cH:31][c:32]([C:34]([F:35])([F:36])[F:37])[cH:33]3)[n:26]2)[c:10]2[cH:11][c:12]([C:16]([F:17])([F:18])[F:19])[cH:13][cH:14][c:15]21.[CH3:45][N:46]([CH3:47])[CH:48]=[O:49].[CH3:60][CH2:61][O:62][C:63](=[O:64])[CH3:65].[Na+:54].[Zn+2:57]>>[CH2:1]([CH3:2])[O:3][C:4](=[O:5])[N:6]1[CH:7]([CH2:43][CH3:44])[CH2:8][CH:9]([NH:20][c:21]2[n:22][cH:23][c:24]([C:45]#[N:46])[c:25]([CH2:27][c:28]3[cH:29][c:30]([C:38]([F:39])([F:40])[F:41])[cH:31][c:32]([C:34]([F:35])([F:36])[F:37])[cH:33]3)[n:26]2)[c:10]2[cH:11][c:12]([C:16]([F:17])([F:18])[F:19])[cH:13][cH:14][c:15]21. The reactants are N([C@@H](C)C(=O)N[C@@H](COCC1=CC=CC=C1)C(=O)N[C@@H](CC(C)C)C(=O)OCC)C(=O)OC(C)(C)C (Boc-Ala-Ser(Bzl)-Leu-OEt), N(CC(=O)O)C(=O)OC(C)(C)C (Boc-Gly-OH). Product: N(CC(=O)N[C@@H](C)C(=O)N[C@@H](COCC1=CC=CC=C1)C(=O)N[C@@H](CC(C)C)C(=O)OCC)C(=O)OC(C)(C)C (Boc-Gly-Ala-Ser(Bzl)-Leu-OEt). Isolated yield 77.8%. Reaction SMILES: [NH:1](C(OC(C)(C)C)=O)[C@H:2]([C:4]([NH:6][C@H:7]([C:17]([NH:19][C@H:20]([C:25]([O:27][CH2:28][CH3:29])=[O:26])[CH2:21][CH:22]([CH3:24])[CH3:23])=[O:18])[CH2:8][O:9][CH2:10][C:11]1[CH:16]=[CH:15][CH:14]=[CH:13][CH:12]=1)=[O:5])[CH3:3].[NH:37]([C:42]([O:44][C:45]([CH3:48])([CH3:47])[CH3:46])=[O:43])[CH2:38][C:39]([OH:41])=O>>[NH:37]([C:42]([O:44][C:45]([CH3:48])([CH3:47])[CH3:46])=[O:43])[CH2:38][C:39]([NH:1][C@H:2]([C:4]([NH:6][C@H:7]([C:17]([NH:19][C@H:20]([C:25]([O:27][CH2:28][CH3:29])=[O:26])[CH2:21][CH:22]([CH3:24])[CH3:23])=[O:18])[CH2:8][O:9][CH2:10][C:11]1[CH:16]=[CH:15][CH:14]=[CH:13][CH:12]=1)=[O:5])[CH3:3])=[O:41]. Procedure details: By using 3.50 g of Boc-Ala-Ser(Bzl)-Leu-OEt and 1.30 g of Boc-Gly-OH, and the same procedure as in Reference Example 15 was repeated to obtain 3.03 g (yield: 77.8%) of the above-mentioned objective product.